Dataset: the Open Reaction Database (ORD), a public repository of structured organic reaction records. Task: describe an organic reaction: reactants, conditions, products, and yield The reactants are S1C2=C(C=C1C1=CC=C(OCCN3CCCC3)C=C1)C=CC=C2 (1-[2-[4-(Benzo[b]thiophen-2-yl)phenoxy]ethyl]pyrrolidine), C([O-])(O)=O.[Na+] (sodium bicarbonate), FC1=CC=C(C(=O)Cl)C=C1 (4-fluorobenzoyl chloride), [Al] (aluminum). The reagents and catalysts are [Ti](Cl)(Cl)(Cl)Cl (Titanium tetrachloride). The solvent is ClCCl (dichloromethane), O (water). Run at time 8 hour. Yields the product N1(CCCC1)CCOC1=CC=C(C=C1)C1=C(C2=C(S1)C=CC=C2)C(=O)C2=CC=C(C=C2)F (4-Fluorophenyl 2-[4-[2-(1-Pyrrolidinyl)ethoxy]phenyl]benzo[b]thiophen-3-yl Ketone). Isolated yield 90.0%. As a reaction SMILES: [S:1]1[C:5]([C:6]2[CH:19]=[CH:18][C:9]([O:10][CH2:11][CH2:12][N:13]3[CH2:17][CH2:16][CH2:15][CH2:14]3)=[CH:8][CH:7]=2)=[CH:4][C:3]2[CH:20]=[CH:21][CH:22]=[CH:23][C:2]1=2.[F:24][C:25]1[CH:33]=[CH:32][C:28]([C:29](Cl)=[O:30])=[CH:27][CH:26]=1.[Al].C(=O)(O)[O-].[Na+]>ClCCl.[Ti](Cl)(Cl)(Cl)Cl.O>[N:13]1([CH2:12][CH2:11][O:10][C:9]2[CH:18]=[CH:19][C:6]([C:5]3[S:1][C:2]4[CH:23]=[CH:22][CH:21]=[CH:20][C:3]=4[C:4]=3[C:29]([C:28]3[CH:32]=[CH:33][C:25]([F:24])=[CH:26][CH:27]=3)=[O:30])=[CH:7][CH:8]=2)[CH2:17][CH2:16][CH2:15][CH2:14]1 |f:3.4|. Procedure: In a flame-dried, argon-filled flask were combined 1-[2-[4-(benzo[b]thiophen-2-yl)phenoxy]ethyl]pyrrolidine (Example 4, Part A) (3.54 g; 11.0 mmol) and 2.6 g (16.4 mmol) of 4-fluorobenzoyl chloride in 130 mL of dichloromethane. The mixture was cooled in an ice-water bath and protected from light with aluminum foil. Titanium tetrachloride (8.3 g; 43.8 mmol) was added dropwise. The mixture was stirred overnight while allowed to warm to room temperature. The mixture was poured into a rapidly stirre... Starting materials: OCCC#CC1=CC=C(C=C1)C=1N=C2N(C=CC(=C2)C)C1 (2-[4-[4-Hydroxybut-1-ynyl]phenyl]-7-methylimidazo[1,2-a]pyridine). The reagents and catalysts are [Pd] (palladium on barium sulfate). The solvent is C(C)O (ethanol). Yields the product OCCCCC1=CC=C(C=C1)C=1N=C2N(C=CC(=C2)C)C1 (2-[4-[4-Hydroxybutyl]phenyl]-7-methylimidazo[1,2-a]pyridine). Yield: 92.6%. As a reaction SMILES: [OH:1][CH2:2][CH2:3][C:4]#[C:5][C:6]1[CH:11]=[CH:10][C:9]([C:12]2[N:13]=[C:14]3[CH:19]=[C:18]([CH3:20])[CH:17]=[CH:16][N:15]3[CH:21]=2)=[CH:8][CH:7]=1>C(O)C.[Pd]>[OH:1][CH2:2][CH2:3][CH2:4][CH2:5][C:6]1[CH:7]=[CH:8][C:9]([C:12]2[N:13]=[C:14]3[CH:19]=[C:18]([CH3:20])[CH:17]=[CH:16][N:15]3[CH:21]=2)=[CH:10][CH:11]=1. Reported procedure: The product of Step B, Example 33 (0.3 g) in ethanol (15 mL) was hydrogenated over 5% palladium on barium sulfate (0.06 g) for 4.5 hours. The reaction mixture was filtered and evaporated to afford the title compound (0.282 g). Starting materials: C(C)Br (ethyl bromide), C(C)NC=1C=CC(=C(C1)O)C (5-(ethylamino)-2-methylphenol), Cl (hydrochloride). Run in C(C)O (ethanol). Yields the product Cl.C(C)N(C=1C=CC(=C(C1)O)C)CC (5-(Diethylamino)-2-methylphenol Hydrochloride). RXN SMILES: [CH2:1]([NH:3][C:4]1[CH:5]=[CH:6][C:7]([CH3:11])=[C:8]([OH:10])[CH:9]=1)[CH3:2].[CH2:12](Br)[CH3:13].[ClH:15]>C(O)C>[ClH:15].[CH2:1]([N:3]([CH2:12][CH3:13])[C:4]1[CH:5]=[CH:6][C:7]([CH3:11])=[C:8]([OH:10])[CH:9]=1)[CH3:2] |f:4.5|. Procedure details: 5 gm of 5-(ethylamino)-2-methylphenol were dissolved in 50 ml of ethanol, then alkylated analogously to the procedure described in Example 4 with 5,2 gm ethyl bromide, and worked up. The hydrochloride had a melting point of 192° C. Starting materials: CCCCP(CCCC)CCCC, COc1cc(CO)ccc1OCc1nc(N2CCCCC2)sc1C, O=C(N=NC(=O)N1CCCCC1)N1CCCCC1, C1CCOC1, O=Cc1cn(-c2ccccc2)nc1O. The product is COc1cc(COc2nn(-c3ccccc3)cc2C=O)ccc1OCc1nc(N2CCCCC2)sc1C. RXN SMILES: [CH2:39]([P:40]([CH2:41][CH2:42][CH2:43][CH3:44])[CH2:45][CH2:46][CH2:47][CH3:48])[CH2:49][CH2:50][CH3:51].[CH3:1][O:2][c:3]1[cH:4][c:5]([CH2:23][OH:24])[cH:6][cH:7][c:8]1[O:9][CH2:10][c:11]1[n:12][c:13]([N:17]2[CH2:18][CH2:19][CH2:20][CH2:21][CH2:22]2)[s:14][c:15]1[CH3:16].[N:52]([C:53]([N:54]1[CH2:55][CH2:56][CH2:57][CH2:58][CH2:59]1)=[O:60])=[N:61][C:62]([N:63]1[CH2:64][CH2:65][CH2:66][CH2:67][CH2:68]1)=[O:69].[O:70]1[CH2:71][CH2:72][CH2:73][CH2:74]1.[OH:25][c:26]1[n:27][n:28](-[c:33]2[cH:34][cH:35][cH:36][cH:37][cH:38]2)[cH:29][c:30]1[CH:31]=[O:32]>>[CH3:1][O:2][c:3]1[cH:4][c:5]([CH2:23][O:24][c:26]2[n:27][n:28](-[c:33]3[cH:34][cH:35][cH:36][cH:37][cH:38]3)[cH:29][c:30]2[CH:31]=[O:32])[cH:6][cH:7][c:8]1[O:9][CH2:10][c:11]1[n:12][c:13]([N:17]2[CH2:18][CH2:19][CH2:20][CH2:21][CH2:22]2)[s:14][c:15]1[CH3:16].